This data is from the Open Reaction Database (ORD), a public repository of structured organic reaction records. The task is: describe an organic reaction: reactants, conditions, products, and yield Reactants: ClC1(SC=C(N1)Cl)S(=O)(=O)Cl (2,4-dichlorothiazole-sulphonyl chloride), C(C=C)N (allylamine). The product is C(C=C)NS(=O)(=O)C1(SC=C(N1)Cl)Cl (N-allyl-2,4-dichloro-thiazole-sulphonamide), product. RXN SMILES: [Cl:1][C:2]1([S:8](Cl)(=[O:10])=[O:9])[NH:6][C:5]([Cl:7])=[CH:4][S:3]1.[CH2:12]([NH2:15])[CH:13]=[CH2:14]>>[CH2:12]([NH:15][S:8]([C:2]1([Cl:1])[NH:6][C:5]([Cl:7])=[CH:4][S:3]1)(=[O:10])=[O:9])[CH:13]=[CH2:14]. Procedure: In analogy to Example 2, the N-allyl-2,4-dichloro-thiazole-sulphonamide was prepared by reacting 2,4-dichlorothiazolesulphonyl chloride from Example 1 with anhydrous allylamine. Following recrystallization from petroleum ether/acetone (6:1), 7.6 g of product were obtained (28% of the theoretical yield), m.p.: 80-81° C. Starting materials: C(CCCCCCC\C=C/CCCCCCCC)O (oleyl alcohol), C(C=C)(=O)O (acrylic acid), O.C1(=CC=C(C=C1)S(=O)(=O)O)C (p-toluenesulfonic acid monohydrate), 1g, C1(O)=CC=C(O)C=C1 (hydroquinone). Run in C=1(C(=CC=CC1)C)C (xylene), O (water). The product is C(C=C)(=O)OCCCCCCCC\C=C/CCCCCCCC (Oleyl Acrylate). The yield is 80.0%. RXN SMILES: [CH2:1]([OH:19])[CH2:2][CH2:3][CH2:4][CH2:5][CH2:6][CH2:7][CH2:8]/[CH:9]=[CH:10]\[CH2:11][CH2:12][CH2:13][CH2:14][CH2:15][CH2:16][CH2:17][CH3:18].[C:20](O)(=[O:23])[CH:21]=[CH2:22].O.C1(C)C=CC(S(O)(=O)=O)=CC=1.C1(C=CC(O)=CC=1)O>O.C1(C)C(C)=CC=CC=1>[C:20]([O:19][CH2:1][CH2:2][CH2:3][CH2:4][CH2:5][CH2:6][CH2:7][CH2:8]/[CH:9]=[CH:10]\[CH2:11][CH2:12][CH2:13][CH2:14][CH2:15][CH2:16][CH2:17][CH3:18])(=[O:23])[CH:21]=[CH2:22] |f:2.3|. Procedure details: To a 500 ml round bottom flask equipped with a stirrer, condenser, water trap and thermometer, was added oleyl alcohol (100 g, 0.373 moles), acrylic acid (27 g, 0.373) moles), p-toluenesulfonic acid monohydrate (1g, 1 wt%, hydroquinone (0.2 g, 0.2 wt%) and xylene (I00 ml). The reaction mixture was heated to reflux and maintained until no more water was collected (~4 hrs). The xylene solution was then concentrated to about half of its original volume. The crude product was then washed successivel... Reactants: CC1(OCC2=C(O1)C=CC(=C2)[C@@H]2CN(C(O2)=O)CCCCCCOCCOCC=2C=C(C=CC2)NC(C2=CC(=CC=C2)[N+](=O)[O-])=O)C (N-[3-({2-({6-[(5R)-5-(2,2-dimethyl-4H-1,3-benzodioxin-6-yl)-2-oxo-1,3-oxazolidin-3-yl]hexyl}oxy)ethoxy}methyl)phenyl]-3-nitrobenzamide). The reagents and catalysts are [Pt]=O (platinum oxide). Run in CCOC(=O)C (EtOAc), CCO (EtOH). Product: NC=1C=C(C(=O)NC2=CC(=CC=C2)COCCOCCCCCCN2C(O[C@@H](C2)C2=CC3=C(OC(OC3)(C)C)C=C2)=O)C=CC1 (3-Amino-N-[3-({2-({6-[(5R)-5-(2,2-dimethyl-4H-1,3-benzodioxin-6-yl)-2-oxo-1,3-oxazolidin-3-yl]hexyl}oxy)ethoxy}methyl)phenyl]benzamide). The yield is 97.2%. Reaction SMILES: [CH3:1][C:2]1([CH3:47])[O:7][C:6]2[CH:8]=[CH:9][C:10]([C@H:12]3[O:16][C:15](=[O:17])[N:14]([CH2:18][CH2:19][CH2:20][CH2:21][CH2:22][CH2:23][O:24][CH2:25][CH2:26][O:27][CH2:28][C:29]4[CH:30]=[C:31]([NH:35][C:36](=[O:46])[C:37]5[CH:42]=[CH:41][CH:40]=[C:39]([N+:43]([O-])=O)[CH:38]=5)[CH:32]=[CH:33][CH:34]=4)[CH2:13]3)=[CH:11][C:5]=2[CH2:4][O:3]1>CCOC(C)=O.CCO.[Pt]=O>[NH2:43][C:39]1[CH:38]=[C:37]([CH:42]=[CH:41][CH:40]=1)[C:36]([NH:35][C:31]1[CH:32]=[CH:33][CH:34]=[C:29]([CH2:28][O:27][CH2:26][CH2:25][O:24][CH2:23][CH2:22][CH2:21][CH2:20][CH2:19][CH2:18][N:14]2[CH2:13][C@@H:12]([C:10]3[CH:9]=[CH:8][C:6]4[O:7][C:2]([CH3:47])([CH3:1])[O:3][CH2:4][C:5]=4[CH:11]=3)[O:16][C:15]2=[O:17])[CH:30]=1)=[O:46]. Procedure details: A solution of N-[3-({2-({6-[(5R)-5-(2,2-dimethyl-4H-1,3-benzodioxin-6-yl)-2-oxo-1,3-oxazolidin-3-yl]hexyl}oxy)ethoxy}methyl)phenyl]-3-nitrobenzamide (2.11 g) in EtOAc (30 ml) and EtOH (30 ml) was hydrogenated over platinum oxide (100 mg). After 1.25 h the mixture was filtered through celite and the filtrate evaporated in vacuo to give the title compound (1.955 g). LCMS RT=3.49 min, ES+ve 618 (MH)+. Starting materials: C(CCCCCCCCCCC)(=O)O[C@@H](CSC[C@H](NC(OCC1C2=CC=CC=C2C=2C=CC=CC12)=O)C(=O)O)COC(CCCCCCCCCCC)=O ((5R,9R)-9-(dodecanoyloxy)-1-(9H-fluoren-9-yl)-3,12-dioxo-2,11-dioxa-7-thia-4-azatricosane-5-carboxylic acid), Cl.NCCOCCC(F)(F)P(OCC)(OCC)=O (diethyl 3-(2-aminoethoxy)-1,1-difluoropropylphosphonate hydrochloride). The product is N[C@H](C(NCCOCCC(F)(F)P(O)(O)=O)=O)CSC[C@@H](COC(CCCCCCCCCCC)=O)OC(CCCCCCCCCCC)=O ((9R,13R)-9-amino-13-(dodecanoyloxy)-1,1-difluoro-8,16-dioxo-4,15-dioxa-11-thia-7-azaheptacosylphosphonic acid). As a reaction SMILES: [C:1]([O:14][C@H:15]([CH2:41][O:42][C:43](=[O:55])[CH2:44][CH2:45][CH2:46][CH2:47][CH2:48][CH2:49][CH2:50][CH2:51][CH2:52][CH2:53][CH3:54])[CH2:16][S:17][CH2:18][C@@H:19]([C:38]([OH:40])=O)[NH:20]C(=O)OCC1C2C=CC=CC=2C2C1=CC=CC=2)(=[O:13])[CH2:2][CH2:3][CH2:4][CH2:5][CH2:6][CH2:7][CH2:8][CH2:9][CH2:10][CH2:11][CH3:12].Cl.[NH2:57][CH2:58][CH2:59][O:60][CH2:61][CH2:62][C:63]([P:66](=[O:73])([O:70]CC)[O:67]CC)([F:65])[F:64]>>[NH2:20][C@@H:19]([CH2:18][S:17][CH2:16][C@H:15]([O:14][C:1](=[O:13])[CH2:2][CH2:3][CH2:4][CH2:5][CH2:6][CH2:7][CH2:8][CH2:9][CH2:10][CH2:11][CH3:12])[CH2:41][O:42][C:43](=[O:55])[CH2:44][CH2:45][CH2:46][CH2:47][CH2:48][CH2:49][CH2:50][CH2:51][CH2:52][CH2:53][CH3:54])[C:38](=[O:40])[NH:57][CH2:58][CH2:59][O:60][CH2:61][CH2:62][C:63]([P:66](=[O:67])([OH:73])[OH:70])([F:64])[F:65] |f:1.2|. Procedure: The title product was prepared from (5R,9R)-9-(dodecanoyloxy)-1-(9H-fluoren-9-yl)-3,12-dioxo-2,11-dioxa-7-thia-4-azatricosane-5-carboxylic acid (6, 1 eq) and diethyl 3-(2-aminoethoxy)-1,1-difluoropropylphosphonate hydrochloride (1.2 eq) by following the procedure described for example 19, step 4-6. 1H NMR (CDCl3): δ 8.08 (br s, 1H), 5.11-5.24 (m, 1H), 4.31 (dd, 1H), 4.08-4.25 (m, 2H), 3.64-3.80 (m, 3H), 3.48-3.64 (m, 2H), 2.99-3.19 (m, 3H), 2.82 (dd, 1H), 2.72 (dd, 1H), 2.23-2.37 (m, 6H), 1.51-1... Starting materials: FC1=C(OC2=C3C(=NC=C2)C=C(S3)C=3C=NC(N(C3)CCN3CCOCC3)=O)C=CC(=C1)[N+](=O)[O-] (5-(7-(2-Fluoro-4-nitrophenoxy)thieno[3,2-b]pyridin-2-yl)-1-(2-morpholinoethyl)pyrimidin-2(1H)-one), [NH4+].[Cl-] (NH4Cl). Reagents/catalysts: [Fe] (iron). Solvent: C(C)O (ethanol), O (water). Conditions: temperature 80 celsius, time 45 minute. Yields the product NC1=CC(=C(OC2=C3C(=NC=C2)C=C(S3)C=3C=NC(N(C3)CCN3CCOCC3)=O)C=C1)F (5-(7-(4-Amino-2-fluorophenoxy)thieno[3,2-b]pyridin-2-yl)-1-(2-morpholinoethyl)pyrimidin-2(1H)-one). As a reaction SMILES: [F:1][C:2]1[CH:32]=[C:31]([N+:33]([O-])=O)[CH:30]=[CH:29][C:3]=1[O:4][C:5]1[CH:10]=[CH:9][N:8]=[C:7]2[CH:11]=[C:12]([C:14]3[CH:15]=[N:16][C:17](=[O:28])[N:18]([CH2:20][CH2:21][N:22]4[CH2:27][CH2:26][O:25][CH2:24][CH2:23]4)[CH:19]=3)[S:13][C:6]=12.[NH4+].[Cl-]>C(O)C.O.[Fe]>[NH2:33][C:31]1[CH:30]=[CH:29][C:3]([O:4][C:5]2[CH:10]=[CH:9][N:8]=[C:7]3[CH:11]=[C:12]([C:14]4[CH:15]=[N:16][C:17](=[O:28])[N:18]([CH2:20][CH2:21][N:22]5[CH2:23][CH2:24][O:25][CH2:26][CH2:27]5)[CH:19]=4)[S:13][C:6]=23)=[C:2]([F:1])[CH:32]=1 |f:1.2|. Procedure: To a solution the compound 415 (81 mg, 0.16 mmol) in ethanol (1 mL) and water (0.5 mL) was added NH4Cl (9 mg, 0.16 mmol) and iron powder (73 mg, 1.30 mmol). The mixture was stirred at 80° C. for 45 min, filtered through celite, and the solvent was evaporated to give title compound (416). MS (m/z): 468.1 (M+H).